This data is from the Open Reaction Database (ORD), a public repository of structured organic reaction records. The task is: describe an organic reaction: reactants, conditions, products, and yield Reactants: CCO, NN, CCCCCC(CCCN1C(=O)c2ccccc2C1=O)OC1CCCCO1. Yields the product CCCCCC(CCCN)OC1CCCCO1. RXN SMILES: [CH3:30][CH2:31][OH:32].[NH2:28][NH2:29].[O:1]1[CH:2]([O:7][CH:8]([CH2:9][CH2:10][CH2:11][N:12]2[C:13](=[O:14])[c:15]3[cH:16][cH:17][cH:18][cH:19][c:20]3[C:21]2=[O:22])[CH2:23][CH2:24][CH2:25][CH2:26][CH3:27])[CH2:3][CH2:4][CH2:5][CH2:6]1>>[O:1]1[CH:2]([O:7][CH:8]([CH2:9][CH2:10][CH2:11][NH2:12])[CH2:23][CH2:24][CH2:25][CH2:26][CH3:27])[CH2:3][CH2:4][CH2:5][CH2:6]1. Starting materials: ClC=1C2=C(N=CN1)N(C=C2C(O)C=2C=NC=C(C2)N=C(C2=CC=CC=C2)C2=CC=CC=C2)C ((4-chloro-7-methyl-7H-pyrrolo[2,3-d]pyrimidin-5-yl)(5-((diphenylmethylene)amino)pyridin-3-yl)methanol), CC(=O)OI1(C=2C=CC=CC2C(=O)O1)(OC(=O)C)OC(=O)C (Dess-Martin periodinane), [OH-].[Na+] (NaOH). Run in C(Cl)Cl (CH2Cl2). Reaction conditions: time 10 hour. Product: ClC=1C2=C(N=CN1)N(C=C2C(=O)C=2C=NC=C(C2)N=C(C2=CC=CC=C2)C2=CC=CC=C2)C ((4-chloro-7-methyl-7H-pyrrolo[2,3-d]pyrimidin-5-yl)(5-((diphenylmethylene)amino)pyridin-3-yl)methanone). The yield is 99.0%. As a reaction SMILES: [Cl:1][C:2]1[C:3]2[C:10]([CH:11]([C:13]3[CH:14]=[N:15][CH:16]=[C:17]([N:19]=[C:20]([C:27]4[CH:32]=[CH:31][CH:30]=[CH:29][CH:28]=4)[C:21]4[CH:26]=[CH:25][CH:24]=[CH:23][CH:22]=4)[CH:18]=3)[OH:12])=[CH:9][N:8]([CH3:33])[C:4]=2[N:5]=[CH:6][N:7]=1.CC(OI1(OC(C)=O)(OC(C)=O)OC(=O)C2C=CC=CC1=2)=O.[OH-].[Na+]>C(Cl)Cl>[Cl:1][C:2]1[C:3]2[C:10]([C:11]([C:13]3[CH:14]=[N:15][CH:16]=[C:17]([N:19]=[C:20]([C:21]4[CH:26]=[CH:25][CH:24]=[CH:23][CH:22]=4)[C:27]4[CH:32]=[CH:31][CH:30]=[CH:29][CH:28]=4)[CH:18]=3)=[O:12])=[CH:9][N:8]([CH3:33])[C:4]=2[N:5]=[CH:6][N:7]=1 |f:2.3|. Procedure: To a solution of (4-chloro-7-methyl-7H-pyrrolo[2,3-d]pyrimidin-5-yl)(5-((diphenylmethylene)amino)pyridin-3-yl)methanol (Preparation 228, 11.4 g, 25 mmol) in CH2Cl2 (150 mL), Dess-Martin periodinane (15.9 g, 37 mmol) was added in portions. The reaction mixture was stirred at room temperature for 10 hours and then aqueous NaOH (30 mL) was added. The mixture was stirred for a further 0.5 hours. The mixture was then separated and the aqueous layer was exacted by CH2Cl2 (100 mL×2). The combined organ... The reactants are [Li].BrC=1C=C(C=C(C1)OC(F)(F)F)C(=CC(C(=O)OCC)=O)[O-] (Lithium 1-(3-bromo-5-trifluoromethoxyphenyl)-4-ethoxy-3,4-dioxobut-1-en-1-olate), ClC=1C=C(C=C(C1)F)C1=CC(=NN1C1=NC=CC=C1)C(=O)O (5-(3-Chloro-5-fluorophenyl)-1-(pyridin-2-yl)-1H-pyrazole-3-carboxylic acid), Cl.FC1=CC=C(C=N1)NN (6-fluoropyridin-3-yl-hydrazine hydrochloride). Product: BrC=1C=C(C=C(C1)OC(F)(F)F)C1=CC(=NN1C=1C=NC(=CC1)F)C(=O)O (5-(3-Bromo-5-trifluoromethoxyphenyl)-1-(6-fluoropyridin-3-yl)-1H-pyrazole-3-carboxylic acid). RXN SMILES: [Li].[Br:2][C:3]1[CH:4]=[C:5]([C:14]([O-])=[CH:15][C:16](=O)[C:17]([O:19]CC)=[O:18])[CH:6]=[C:7]([O:9][C:10]([F:13])([F:12])[F:11])[CH:8]=1.ClC1C=C(C2N(C3C=CC=CN=3)N=C(C(O)=O)C=2)C=C(F)C=1.Cl.[F:47][C:48]1[N:53]=[CH:52][C:51]([NH:54][NH2:55])=[CH:50][CH:49]=1>>[Br:2][C:3]1[CH:4]=[C:5]([C:14]2[N:54]([C:51]3[CH:52]=[N:53][C:48]([F:47])=[CH:49][CH:50]=3)[N:55]=[C:16]([C:17]([OH:19])=[O:18])[CH:15]=2)[CH:6]=[C:7]([O:9][C:10]([F:11])([F:12])[F:13])[CH:8]=1 |f:0.1,3.4,^1:0|. Procedure details: 500 mg (1.16 mmol) of the compound of Example 5A is reacted analogously to the synthesis of the compound of Example 20A with 284 mg (1.74 mmol) of 6-fluoropyridin-3-yl-hydrazine hydrochloride. After hydrolysis, 256 mg (49% of theory) of the title compound is obtained. Reactants: ClCCN1CCOCC1, Cl, [Na+], [OH-], OCc1ccccc1O. Product: OCc1ccccc1OCCN1CCOCC1. As a reaction SMILES: [Cl:11][CH2:12][CH2:13][N:14]1[CH2:15][CH2:16][O:17][CH2:18][CH2:19]1.[ClH:10].[Na+:21].[OH-:20].[OH:1][c:2]1[c:3]([CH2:4][OH:5])[cH:6][cH:7][cH:8][cH:9]1>>[O:1]([c:2]1[c:3]([CH2:4][OH:5])[cH:6][cH:7][cH:8][cH:9]1)[CH2:12][CH2:13][N:14]1[CH2:15][CH2:16][O:17][CH2:18][CH2:19]1. Reactants: C(CCC)OC1=CC=C(C(=O)Cl)C=C1 (4-n-butoxybenzoyl chloride), C(CCCCCCN)N (1,7-heptanediamine), [OH-].[K+] (potassium hydroxide). The solvent is C(CCl)Cl (ethylene dichloride). Yields the product C(CCC)OC1=CC=C(C(=O)NCCCCCCCNC(C2=CC=C(C=C2)OCCCC)=O)C=C1 (N,N'-Heptamethylenebis(4-n-butoxybenzamide)). RXN SMILES: [CH2:1]([O:5][C:6]1[CH:14]=[CH:13][C:9]([C:10](Cl)=[O:11])=[CH:8][CH:7]=1)[CH2:2][CH2:3][CH3:4].[CH2:15]([NH2:23])[CH2:16][CH2:17][CH2:18][CH2:19][CH2:20][CH2:21][NH2:22].[OH-:24].[K+]>C(Cl)CCl>[CH2:1]([O:5][C:6]1[CH:14]=[CH:13][C:9]([C:10]([NH:22][CH2:21][CH2:20][CH2:19][CH2:18][CH2:17][CH2:16][CH2:15][NH:23][C:10](=[O:11])[C:9]2[CH:13]=[CH:14][C:6]([O:24][CH2:1][CH2:2][CH2:3][CH3:4])=[CH:7][CH:8]=2)=[O:11])=[CH:8][CH:7]=1)[CH2:2][CH2:3][CH3:4] |f:2.3|. Procedure: m.p. 151°-152° C., 20.0 g., was prepared as in Example 1 using 4-n-butoxybenzoyl chloride (prepared from 27.2 g. of 4-n-butoxybenzoic acid as in Example 6) in 200 ml. of ethylene dichloride, 6.5 g. of 1,7-heptanediamine, 200 ml. of 10% aqueous potassium hydroxide solution, 500 ml. of ethylene dichloride and recrystallization from ethanol using decolorizing charcoal.